Dataset: the Open Reaction Database (ORD), a public repository of structured organic reaction records. Task: describe an organic reaction: reactants, conditions, products, and yield Reactants: C(=O)(O)[C@H](CCC1=CC=CC=C1)N[C@@H](CCCCN)C(=O)N1[C@H](C(=O)O)CCC1 (N-[N2 -(1(S)-carboxy-3-phenylpropyl)-L-lysyl]-L-proline), C([O-])(O)=O.[Na+] (sodium bicarbonate), N-t-butoxycarbonyl-glycine N-hydroxysuccinimide ester, C(=O)(O)[C@H](CCC1=CC=CC=C1)N[C@@H](CCCCNC(CNC(=O)OC(C)(C)C)=O)C(=O)N1[C@H](C(=O)O)CCC1 (N-[N2 -(1(S)-carboxy-3-phenylpropyl)-N6 -(N-tert-butoxycarbonylglycyl)-L-lysyl]-L-proline), above intermediate. The solvent is O (water), C(C)#N (acetonitrile), FC(C(=O)O)(F)F (trifluoroacetic acid). Run at time 2 hour. The product is C(=O)(O)[C@H](CCC1=CC=CC=C1)N[C@@H](CCCCNC(CN)=O)C(=O)N1[C@H](C(=O)O)CCC1 (N-[N2 -(1(S)-carboxy-3-phenylpropyl)-N6 -glycyl-L-lysyl]-L-proline). Yield: 105.5%. As a reaction SMILES: C([C@@H](N[C@H](C(N1CCC[C@H]1C(O)=O)=O)CCCCN)CCC1C=CC=CC=1)(O)=O.C(=O)(O)[O-].[Na+].[C:35]([C@@H:38]([NH:47][C@H:48]([C:65]([N:67]1[CH2:74][CH2:73][CH2:72][C@H:68]1[C:69]([OH:71])=[O:70])=[O:66])[CH2:49][CH2:50][CH2:51][CH2:52][NH:53][C:54](=[O:64])[CH2:55][NH:56]C(OC(C)(C)C)=O)[CH2:39][CH2:40][C:41]1[CH:46]=[CH:45][CH:44]=[CH:43][CH:42]=1)([OH:37])=[O:36]>O.C(#N)C.FC(F)(F)C(O)=O>[C:35]([C@@H:38]([NH:47][C@H:48]([C:65]([N:67]1[CH2:74][CH2:73][CH2:72][C@H:68]1[C:69]([OH:71])=[O:70])=[O:66])[CH2:49][CH2:50][CH2:51][CH2:52][NH:53][C:54](=[O:64])[CH2:55][NH2:56])[CH2:39][CH2:40][C:41]1[CH:42]=[CH:43][CH:44]=[CH:45][CH:46]=1)([OH:37])=[O:36] |f:1.2|. Procedure: A solution of 405 mg (1.0 mmol) of N-[N2 -(1(S)-carboxy-3-phenylpropyl)-L-lysyl]-L-proline and 252 gm (3.0 mmol) of sodium bicarbonate in 3 ml of water was treated with a solution of 272 mg (1.0 mmol) of N-t-butoxycarbonyl-glycine N-hydroxysuccinimide ester in 2 ml acetonitrile. The resulting clear solution was stirred at room temperature for 11/2 hours, concentrated in vacuo to 3/4 volume and acidified by dropwise addition of 2.5 N HCl. The resulting mixture was shaken with a small amount of et... Reactants: COC(=O)C1=CC=C2C=C(NC2=C1)C=1C2=C(NN1)C=CS2 (2-(1H-Thieno[3,2-c]pyrazol-3-yl)-1H-indole-6-carboxylic acid methyl ester), O1CCCC1 (tetrahydrofuran), C1(CC1)[Mg]Br (cyclopropylmagnesium bromide). Conditions: time 4 hour. The product is C1(CC1)C(O)(C1=CC=C2C=C(NC2=C1)C=1C2=C(NN1)C=CS2)C2CC2 (Dicyclopropyl-[2-(1H-thieno[3,2-c]pyrazol-3-yl)-1H-indol-6-yl]-methanol). As a reaction SMILES: CO[C:3]([C:5]1[CH:13]=[C:12]2[C:8]([CH:9]=[C:10]([C:14]3[C:15]4[S:21][CH:20]=[CH:19][C:16]=4[NH:17][N:18]=3)[NH:11]2)=[CH:7][CH:6]=1)=[O:4].[CH:22]1([Mg]Br)[CH2:24][CH2:23]1.O1[CH2:31][CH2:30][CH2:29]C1>>[CH:22]1([C:3]([CH:29]2[CH2:30][CH2:31]2)([C:5]2[CH:13]=[C:12]3[C:8]([CH:9]=[C:10]([C:14]4[C:15]5[S:21][CH:20]=[CH:19][C:16]=5[NH:17][N:18]=4)[NH:11]3)=[CH:7][CH:6]=2)[OH:4])[CH2:24][CH2:23]1. Procedure details: To a mixture of 2-(1H-Thieno[3,2-c]pyrazol-3-yl)-1H-indole-6-carboxylic acid methyl ester (180 mg, 0.605 mmol, Example 43) in anhydrous tetrahydrofuran (8 mL) is added cyclopropylmagnesium bromide (6.0 mL, 0.5 M in tetrahydrofuran) at 0° C. The ice bath is removed and the reaction mixture stirred at room temperature for 4 hours. To it is added an additional cyclopropylmagnesium bromide (6 mL, 0.5 M in tetrahydrofuran) and stirred at room temperature overnight. The reaction is not completed (TLC)... Reactants: CCN1CCOCC1, CCN=C=NCCCN(C)C, CN1C(=O)N(c2cncn2C)CC1C(=O)O, NCc1ccc(Cl)cc1Cl, ClCCl, Cl, O, On1nnc2ccccc21. Yields the product CN1C(=O)N(c2cncn2C)CC1C(=O)NCc1ccc(Cl)cc1Cl. As a reaction SMILES: [CH2:17]([N:18]1[CH2:19][CH2:20][O:21][CH2:22][CH2:23]1)[CH3:24].[CH2:37]([N:38]=[C:39]=[N:40][CH2:41][CH2:42][CH2:43][N:44]([CH3:45])[CH3:46])[CH3:47].[CH3:1][N:2]1[C:3](=[O:16])[N:4]([c:10]2[cH:11][n:12][cH:13][n:14]2[CH3:15])[CH2:5][CH:6]1[C:7](=[O:8])[OH:9].[Cl:48][c:49]1[c:50]([CH2:56][NH2:57])[cH:51][cH:52][c:53]([Cl:55])[cH:54]1.[Cl:58][CH2:59][Cl:60].[ClH:36].[OH2:25].[OH:26][n:27]1[c:28]2[cH:29][cH:30][cH:31][cH:32][c:33]2[n:34][n:35]1>>[CH3:1][N:2]1[C:3](=[O:16])[N:4]([c:10]2[cH:11][n:12][cH:13][n:14]2[CH3:15])[CH2:5][CH:6]1[C:7](=[O:9])[NH:57][CH2:56][c:50]1[c:49]([Cl:48])[cH:54][c:53]([Cl:55])[cH:52][cH:51]1. The reactants are FC(OC1=CC=C(C(=O)Cl)C=C1)(F)F (4-trifluoromethoxybenzoyl chloride), Cl.Cl.NCCSSCCN (cystamine dihydrochloride), [OH-].[Na+] (sodium hydroxide). Run in C(CCl)Cl (ethylene dichloride). Product: C(CNC(C1=CC=C(C=C1)OC(F)(F)F)=O)SSCCNC(C1=CC=C(C=C1)OC(F)(F)F)=O (N,N'-(Dithiodiethylene)bis(4-trifluoromethoxybenzamide)). RXN SMILES: [F:1][C:2]([F:14])([F:13])[O:3][C:4]1[CH:12]=[CH:11][C:7]([C:8](Cl)=[O:9])=[CH:6][CH:5]=1.Cl.Cl.[NH2:17][CH2:18][CH2:19][S:20][S:21][CH2:22][CH2:23][NH2:24].[OH-:25].[Na+]>C(Cl)CCl>[CH2:19]([S:20][S:21][CH2:22][CH2:23][NH:24][C:8](=[O:9])[C:7]1[CH:11]=[CH:12][C:4]([O:25][C:2]([F:1])([F:13])[F:14])=[CH:5][CH:6]=1)[CH2:18][NH:17][C:8](=[O:9])[C:7]1[CH:11]=[CH:12][C:4]([O:3][C:2]([F:14])([F:13])[F:1])=[CH:5][CH:6]=1 |f:1.2.3,4.5|. Procedure: m.p. 150°-151° C., 14.5 g., was prepared as in Example 1 using 33.6 g. of 4-trifluoromethoxybenzoyl chloride in 100 ml. of ethylene dichloride, 11.3 g. of cystamine dihydrochloride, 300 ml. of 10% sodium hydroxide solution, 400 ml. of ethylene dichloride and recrystallization from acetonitrile using decolorizing charcoal. The reactants are CCCS(=O)(=O)N1CC(O)C1, C, ClCCl, O=S(=O)(Cl)Cl, c1ccncc1. The product is CCCS(=O)(=O)N1CC(OS(C)(=O)=O)C1. As a reaction SMILES: [CH2:1]([CH2:2][CH3:3])[S:4](=[O:5])(=[O:6])[N:7]1[CH2:8][CH:9]([OH:11])[CH2:10]1.[CH4:17].[Cl:18][CH2:19][Cl:20].[S:12](=[O:13])(=[O:14])([Cl:15])[Cl:16].[cH:21]1[cH:22][cH:23][n:24][cH:25][cH:26]1>>[CH2:1]([CH2:2][CH3:3])[S:4](=[O:5])(=[O:6])[N:7]1[CH2:8][CH:9]([O:11][S:12](=[O:13])(=[O:14])[CH3:19])[CH2:10]1. Starting materials: CC(C)[Si](OCc1ccc(C(CN(C)C(=O)OC(C)(C)C)C(=O)O)cc1)(C(C)C)C(C)C, ClCCCl, CN(C)c1ccncc1, Nc1ccc2cnccc2c1, c1ccncc1. The product is CC(C)[Si](OCc1ccc(C(CN(C)C(=O)OC(C)(C)C)C(=O)Nc2ccc3cnccc3c2)cc1)(C(C)C)C(C)C. RXN SMILES: [C:1]([CH3:2])([CH3:3])([CH3:4])[O:5][C:6](=[O:7])[N:8]([CH2:9][CH:10]([C:11](=[O:12])[OH:13])[c:14]1[cH:15][cH:16][c:17]([CH2:20][O:21][Si:22]([CH:23]([CH3:24])[CH3:25])([CH:26]([CH3:27])[CH3:28])[CH:29]([CH3:30])[CH3:31])[cH:18][cH:19]1)[CH3:32].[CH2:33]([Cl:34])[CH2:35][Cl:36].[CH3:54][N:55]([c:56]1[cH:57][cH:58][n:59][cH:60][cH:61]1)[CH3:62].[NH2:37][c:38]1[cH:39][c:40]2[cH:41][cH:42][n:43][cH:44][c:45]2[cH:46][cH:47]1.[cH:48]1[cH:49][cH:50][n:51][cH:52][cH:53]1>>[C:1]([CH3:2])([CH3:3])([CH3:4])[O:5][C:6](=[O:7])[N:8]([CH2:9][CH:10]([C:11](=[O:13])[NH:37][c:38]1[cH:39][c:40]2[cH:41][cH:42][n:43][cH:44][c:45]2[cH:46][cH:47]1)[c:14]1[cH:15][cH:16][c:17]([CH2:20][O:21][Si:22]([CH:23]([CH3:24])[CH3:25])([CH:26]([CH3:27])[CH3:28])[CH:29]([CH3:30])[CH3:31])[cH:18][cH:19]1)[CH3:32]. Starting materials: ClC1=C(C(=NC(=N1)CC1=CC(=CC=C1)OC)NS(=O)(=O)C1=NC=C(C=C1)C(C)C)OC1=C(C=CC=C1)OC (5-isopropyl-pyridine-2-sulphonic acid [6-chloro-2-(3-methoxy-benzyl)-5-(2-methoxy- phenoxy)-pyrimidin-4-yl]-amide). Run in C(CO)O (ethylene glycol). Yields the product OCCOC1=C(C(=NC(=N1)CC1=CC(=CC=C1)OC)NS(=O)(=O)C1=NC=C(C=C1)C(C)C)OC1=C(C=CC=C1)OC (5-isopropyl-pyridine-2-sulphonic acid [6-(2-hydroxy-ethoxy)-2-(3-methoxy-benzyl)-5-(2-methoxy-phenoxy)-pyrimidin-4-yl]-amide). As a reaction SMILES: Cl[C:2]1[N:7]=[C:6]([CH2:8][C:9]2[CH:14]=[CH:13][CH:12]=[C:11]([O:15][CH3:16])[CH:10]=2)[N:5]=[C:4]([NH:17][S:18]([C:21]2[CH:26]=[CH:25][C:24]([CH:27]([CH3:29])[CH3:28])=[CH:23][N:22]=2)(=[O:20])=[O:19])[C:3]=1[O:30][C:31]1[CH:36]=[CH:35][CH:34]=[CH:33][C:32]=1[O:37][CH3:38]>C(O)CO>[OH:30][CH2:31][CH2:32][O:37][C:2]1[N:7]=[C:6]([CH2:8][C:9]2[CH:14]=[CH:13][CH:12]=[C:11]([O:15][CH3:16])[CH:10]=2)[N:5]=[C:4]([NH:17][S:18]([C:21]2[CH:26]=[CH:25][C:24]([CH:27]([CH3:29])[CH3:28])=[CH:23][N:22]=2)(=[O:20])=[O:19])[C:3]=1[O:30][C:31]1[CH:36]=[CH:35][CH:34]=[CH:33][C:32]=1[O:37][CH3:38]. Reported procedure: In analogy to Example 45, by reacting 5-isopropyl-pyridine-2-sulphonic acid [6-chloro-2-(3-methoxy-benzyl)-5-(2-methoxy- phenoxy)-pyrimidin-4-yl]-amide with Na in ethylene glycol there was obtained 5-isopropyl-pyridine-2-sulphonic acid [6-(2-hydroxy-ethoxy)-2-(3-methoxy-benzyl)-5-(2-methoxy-phenoxy)-pyrimidin-4-yl]-amide as a white foam. MS: 579.3 (M-H) The reactants are COC1=C(C=C(C(=O)O)C=C1)OCCCCCCCCCCCCCC (4-Methoxy-3-(tetradecyloxy)benzoic acid), C(C(=O)Cl)(=O)Cl (oxalyl chloride). Reagents/catalysts: CN(C=O)C (dimethylformamide). Solvent: C(Cl)Cl (methylene chloride). Reaction conditions: time 18 hour. Yields the product COC1=C(C=C(C(=O)Cl)C=C1)OCCCCCCCCCCCCCC (4-Methoxy-3-(tetradecyloxy)benzoyl chloride). Isolated yield 99.6%. Reaction SMILES: [CH3:1][O:2][C:3]1[CH:11]=[CH:10][C:6]([C:7](O)=[O:8])=[CH:5][C:4]=1[O:12][CH2:13][CH2:14][CH2:15][CH2:16][CH2:17][CH2:18][CH2:19][CH2:20][CH2:21][CH2:22][CH2:23][CH2:24][CH2:25][CH3:26].C(Cl)(=O)C([Cl:30])=O>C(Cl)Cl.CN(C)C=O>[CH3:1][O:2][C:3]1[CH:11]=[CH:10][C:6]([C:7]([Cl:30])=[O:8])=[CH:5][C:4]=1[O:12][CH2:13][CH2:14][CH2:15][CH2:16][CH2:17][CH2:18][CH2:19][CH2:20][CH2:21][CH2:22][CH2:23][CH2:24][CH2:25][CH3:26]. Reported procedure: To a mixture of 50 g of product from Example 42 in 500 ml of methylene chloride and 15 drops of dimethylformamide is added, dropwise, 26.12 g of oxalyl chloride. The reaction is stirred at room temperature for 18 hours and concentrated in vacuo. The residue is recrystallized from diethyl ether to give 52.3 g of the desired product as white crystals. The reactants are O=C(Nc1ccc(C(=O)N2CCCCc3ccccc32)cc1)c1ccccc1OCCCCCCBr, CC(=O)[O-], CC(=O)O, [I-], [Na+], [Na+]. Yields the product CC(=O)OCCCCCCOc1ccccc1C(=O)Nc1ccc(C(=O)N2CCCCc3ccccc32)cc1. RXN SMILES: [Br:1][CH2:2][CH2:3][CH2:4][CH2:5][CH2:6][CH2:7][O:8][c:9]1[c:10]([C:11](=[O:12])[NH:13][c:14]2[cH:15][cH:16][c:17]([C:18](=[O:19])[N:20]3[CH2:21][CH2:22][CH2:23][CH2:24][c:25]4[c:26]3[cH:27][cH:28][cH:29][cH:30]4)[cH:31][cH:32]2)[cH:33][cH:34][cH:35][cH:36]1.[CH3:38][C:39]([O-:40])=[O:41].[CH3:44][C:45](=[O:46])[OH:47].[I-:43].[Na+:37].[Na+:42]>>[CH2:2]([CH2:3][CH2:4][CH2:5][CH2:6][CH2:7][O:8][c:9]1[c:10]([C:11](=[O:12])[NH:13][c:14]2[cH:15][cH:16][c:17]([C:18](=[O:19])[N:20]3[CH2:21][CH2:22][CH2:23][CH2:24][c:25]4[c:26]3[cH:27][cH:28][cH:29][cH:30]4)[cH:31][cH:32]2)[cH:33][cH:34][cH:35][cH:36]1)[O:41][C:39]([CH3:38])=[O:40]. Starting materials: ClC=1C=C(C(=O)NC2=CC3=C(CCC=4C(=NN(C34)C3=CC=C(C=C3)F)C(=O)N)C=C2)C(=CN1)Cl (8-[(2,5-dichloroisonicotinoyl)amino]-1-(4-fluorophenyl)-4,5-dihydro-1H-benzo[g]indazole-3-carboxamide), CN(CCNC)C (N,N,N′-trimethylethylene diamine). Conditions: time 24 hour. Product: ClC1=CN=C(C=C1C(=O)NC1=CC2=C(CCC=3C(=NN(C23)C2=CC=C(C=C2)F)C(=O)N)C=C1)N(C)CCN(C)C (8-({5-chloro-2-[[2-(dimethylamino)ethyl](methyl)amino]isonicotinoyl}amino)-1-(4-fluorophenyl)-4,5-dihydro-1H-benzo[g]indazole-3-carboxamide). The yield is 47.1%. RXN SMILES: Cl[C:2]1[CH:3]=[C:4]([C:31]([Cl:34])=[CH:32][N:33]=1)[C:5]([NH:7][C:8]1[CH:30]=[CH:29][C:11]2[CH2:12][CH2:13][C:14]3[C:15]([C:26]([NH2:28])=[O:27])=[N:16][N:17]([C:19]4[CH:24]=[CH:23][C:22]([F:25])=[CH:21][CH:20]=4)[C:18]=3[C:10]=2[CH:9]=1)=[O:6].[CH3:35][N:36]([CH3:41])[CH2:37][CH2:38][NH:39][CH3:40]>>[Cl:34][C:31]1[C:4]([C:5]([NH:7][C:8]2[CH:30]=[CH:29][C:11]3[CH2:12][CH2:13][C:14]4[C:15]([C:26]([NH2:28])=[O:27])=[N:16][N:17]([C:19]5[CH:24]=[CH:23][C:22]([F:25])=[CH:21][CH:20]=5)[C:18]=4[C:10]=3[CH:9]=2)=[O:6])=[CH:3][C:2]([N:39]([CH2:38][CH2:37][N:36]([CH3:41])[CH3:35])[CH3:40])=[N:33][CH:32]=1. Procedure: The title compound was synthesized by the same procedure as in Example 214 starting with the title compound of Example 248 (0.8 g, 0.0016 mol) and N,N,N′-trimethylethylene diamine (3.3 g, 0.032 mol). The reaction was run at 100° C. for 24 h. After removal of the volatiles under vacuum, the residue was partitioned between water and CH2Cl2. The organic layer was washed an additional time with water and dried over MgSO4. The crude product mixture was purified by preparative HPLC to give 0.424 g of ...